Dataset: the Open Reaction Database (ORD), a public repository of structured organic reaction records. Task: describe an organic reaction: reactants, conditions, products, and yield Reactants: NC1=C(C=NN1C1=C(C=C(C=C1)C(F)(F)F)[N+](=O)[O-])C(=O)OCC (5-Amino-4-ethoxycarbonyl-1-(4-trifluoromethyl-2-nitrophenyl)-1H-pyrazole), C(Br)(Br)Br (bromoform). Yields the product BrC1=C(C=NN1C1=C(C=C(C=C1)C(F)(F)F)[N+](=O)[O-])C(=O)OCC (ethyl 5-bromo-1-(4-trifluoromethyl-2-nitrophenyl)-1H-pyrazole-4-carboxylate). RXN SMILES: N[C:2]1[N:6]([C:7]2[CH:12]=[CH:11][C:10]([C:13]([F:16])([F:15])[F:14])=[CH:9][C:8]=2[N+:17]([O-:19])=[O:18])[N:5]=[CH:4][C:3]=1[C:20]([O:22][CH2:23][CH3:24])=[O:21].C(Br)(Br)[Br:26]>>[Br:26][C:2]1[N:6]([C:7]2[CH:12]=[CH:11][C:10]([C:13]([F:16])([F:15])[F:14])=[CH:9][C:8]=2[N+:17]([O-:19])=[O:18])[N:5]=[CH:4][C:3]=1[C:20]([O:22][CH2:23][CH3:24])=[O:21]. Reported procedure: 5-Amino-4-ethoxycarbonyl-1-(4-trifluoromethyl-2-nitrophenyl)-1H-pyrazole, was treated with bromoform in a similar manner to Example 11, to give ethyl 5-bromo-1-(4-trifluoromethyl-2-nitrophenyl)-1H-pyrazole-4-carboxylate. This was then reduced with zirconium borohydride to give [5-bromo-1-(4-trifluoromethyl-2-nitrophenyl)-1H-pyrazol-4-yl]methanol, which was oxidised in a similar manner to that described in Example 4, to give 5-bromo-1-(4-trifluoromethyl-2-nitrophenyl)-1H-pyrazole-4-carboxaldehyde... Starting materials: CC(Cl)c1cccnc1, O=C(N1CC2=CNN=C2C(C1)(C)C)OC(C)(C)C. The reagents and catalysts are O=C([O-])[O-].[Cs+].[Cs+] (cesium carbonate), [I-].[K+] (potassium iodide). Run in CN(C)C=O (DMF), CN(C)C=O (dmf), CN(C)C=O (DMF). Reaction conditions: temperature 70 celsius, time 16 hour. The product is O=C(N%25CC%26=CN(C(C)C%27=CC=CN=C%27)N=C%26C(C%25)(C)C)OC(C)(C)C. The reactants are S(=O)(Cl)Cl (thionyl chloride), OC=C(C(C(C)(C)C)=O)OC1=CC=C(C=C1)F (1-hydroxy-2-(4-fluorophenoxy)-4,4-dimethyl-penten-3-one). Run in C1(=CC=CC=C1)C (toluene). Reaction conditions: time 12 hour. The product is ClC=C(C(C(C)(C)C)=O)OC1=CC=C(C=C1)F (1-chloro-2-(4-fluorophenoxy)-4,4-dimethyl-penten-3-one). Yield: 81.0%. Reaction SMILES: S(Cl)([Cl:3])=O.O[CH:6]=[C:7]([O:14][C:15]1[CH:20]=[CH:19][C:18]([F:21])=[CH:17][CH:16]=1)[C:8](=[O:13])[C:9]([CH3:12])([CH3:11])[CH3:10]>C1(C)C=CC=CC=1>[Cl:3][CH:6]=[C:7]([O:14][C:15]1[CH:20]=[CH:19][C:18]([F:21])=[CH:17][CH:16]=1)[C:8](=[O:13])[C:9]([CH3:12])([CH3:11])[CH3:10]. Procedure: 297.5 g (2.5 mol) of thionyl chloride were stirred slowly into a solution, warmed to 60° C., of 404.6 g (1.7 mol) of 1-hydroxy-2-(4-fluorophenoxy)-4,4-dimethyl-penten-3-one in 3,000 ml of anhydrous toluene. The mixture was kept at the above temperature for 12 hours and then the solvent and excess thionyl chloride were distilled off. The oil which remained was distilled in vacuo. 353.3 g (81% of theory) of 1-chloro-2-(4-fluorophenoxy)-4,4-dimethyl-penten-3-one of boiling point 95°-103° C./0.3 mm ... The solvent is CO (methanol). The reactants are FC=1C=C(C=CC1OCOC)Br (3-fluoro-4-methoxymethoxybromobenzene), OB(C1=CC(=C(C=C1)OCCC)F)O (dihydroxy(3-fluoro-4-propoxyphenyl)borane), Cl (hydrochloric acid). Reaction SMILES: [F:1][C:2]1[CH:3]=[C:4](Br)[CH:5]=[CH:6][C:7]=1[O:8][CH2:9][O:10][CH3:11].OB(O)[C:15]1[CH:20]=[CH:19][C:18]([O:21][CH2:22][CH2:23][CH3:24])=[C:17]([F:25])[CH:16]=1.Cl>[Pd].CO>[F:25][C:17]1[CH:16]=[C:15]([C:4]2[CH:5]=[CH:6][C:7]([O:8][CH2:9][O:10][CH3:11])=[C:2]([F:1])[CH:3]=2)[CH:20]=[CH:19][C:18]=1[O:21][CH2:22][CH2:23][CH3:24]. Procedure details: First, 10.0 g (32.4 mmol) of 3,3′-difluoro-4′-methoxymethoxy-4-propoxybiphenyl [which was obtained by cross-coupling reaction of 3-fluoro-4-methoxymethoxybromobenzene with dihydroxy(3-fluoro-4-propoxyphenyl)borane in the presence of Pd catalyst], 50 ml of methanol, and 10 ml of a concentrated hydrochloric acid were heated to reflux for 3 hours. Then, 50 ml of water was added to the reaction solution and extracted with 150 ml of diethyl ether. The organic layer thus obtained was washed with a dil... Reagents/catalysts: [Pd] (Pd). Product: FC=1C=C(C=CC1OCCC)C1=CC(=C(C=C1)OCOC)F (3,3′-difluoro-4′-methoxymethoxy-4-propoxybiphenyl). Reactants: CC(C)(C)OC(=O)NCC(=O)O, C1CCOC1, Cl, COc1ccc(CN2C(=O)CN(Cc3ccc(CN)cc3)S2(=O)=O)c(OC)c1. Product: COc1ccc(CN2C(=O)CN(Cc3ccc(CNC(=O)CNC(=O)OC(C)(C)C)cc3)S2(=O)=O)c(OC)c1. As a reaction SMILES: [C:30](=[O:31])([O:32][C:33]([CH3:34])([CH3:35])[CH3:36])[NH:37][CH2:38][C:39](=[O:40])[OH:41].[CH2:42]1[O:43][CH2:44][CH2:45][CH2:46]1.[ClH:1].[NH2:2][CH2:3][c:4]1[cH:5][cH:6][c:7]([CH2:8][N:9]2[CH2:10][C:11](=[O:27])[N:12]([CH2:16][c:17]3[c:18]([O:25][CH3:26])[cH:19][c:20]([O:23][CH3:24])[cH:21][cH:22]3)[S:13]2(=[O:14])=[O:15])[cH:28][cH:29]1>>[NH:2]([CH2:3][c:4]1[cH:5][cH:6][c:7]([CH2:8][N:9]2[CH2:10][C:11](=[O:27])[N:12]([CH2:16][c:17]3[c:18]([O:25][CH3:26])[cH:19][c:20]([O:23][CH3:24])[cH:21][cH:22]3)[S:13]2(=[O:14])=[O:15])[cH:28][cH:29]1)[C:39]([CH2:38][NH:37][C:30](=[O:31])[O:32][C:33]([CH3:34])([CH3:35])[CH3:36])=[O:40]. Reaction SMILES: [F:1][c:2]1[cH:3][c:4]([CH2:8][CH2:9][CH2:10][C:11](=[O:12])[OH:13])[cH:5][cH:6][cH:7]1.[S:14](=[O:15])(=[O:16])([OH:17])[OH:18]>>[F:1][c:2]1[cH:3][c:4]2[c:5]([cH:6][cH:7]1)[C:11](=[O:13])[CH2:10][CH2:9][CH2:8]2. The reactants are O=C(O)CCCc1cccc(F)c1, O=S(=O)(O)O. The product is O=C1CCCc2cc(F)ccc21. The reactants are FC(C1=C(CN2N=CC3=CC(=CC=C23)\C=C/2\C(N(C(S2)=O)CC(=O)O)=O)C=CC(=C1)C(F)(F)F)(F)F ([(5Z)-5-({1-[2,4-Bis(trifluoromethyl)benzyl]-1H-indazol-5-yl}methylidene)-2,4-dioxo-1,3-thiazolidin-3-yl]acetic acid), CS(=O)(=O)N (methanesulfonic acid amide). Yields the product FC(C1=C(CN2N=CC3=CC(=CC=C23)\C=C/2\C(N(C(S2)=O)CC(=O)NS(=O)(=O)C)=O)C=CC(=C1)C(F)(F)F)(F)F (2-[(5Z)-5-({1-[2,4-Bis(trifluoromethyl)benzyl]-1H-indazol-5-yl}methylidene)-2,4-dioxo-1,3-thiazolidin-3-yl]-N-(methylsulfonyl)acetamide). As a reaction SMILES: [F:1][C:2]([F:36])([F:35])[C:3]1[CH:30]=[C:29]([C:31]([F:34])([F:33])[F:32])[CH:28]=[CH:27][C:4]=1[CH2:5][N:6]1[C:14]2[C:9](=[CH:10][C:11](/[CH:15]=[C:16]3/[C:17](=[O:26])[N:18]([CH2:22][C:23](O)=[O:24])[C:19](=[O:21])[S:20]/3)=[CH:12][CH:13]=2)[CH:8]=[N:7]1.[CH3:37][S:38]([NH2:41])(=[O:40])=[O:39]>>[F:35][C:2]([F:1])([F:36])[C:3]1[CH:30]=[C:29]([C:31]([F:34])([F:32])[F:33])[CH:28]=[CH:27][C:4]=1[CH2:5][N:6]1[C:14]2[C:9](=[CH:10][C:11](/[CH:15]=[C:16]3/[C:17](=[O:26])[N:18]([CH2:22][C:23]([NH:41][S:38]([CH3:37])(=[O:40])=[O:39])=[O:24])[C:19](=[O:21])[S:20]/3)=[CH:12][CH:13]=2)[CH:8]=[N:7]1. Procedure details: 2-[(5Z)-5-({1-[2,4-Bis(trifluoromethyl)benzyl]-1H-indazol-5-yl}methylidene)-2,4-dioxo-1,3-thiazolidin-3-yl]-N-(methylsulfonyl)acetamide was prepared from [(5Z)-5-({1-[2,4-bis(trifluoromethyl)benzyl]-1H-indazol-5-yl}methylidene)-2,4-dioxo-1,3-thiazolidin-3-yl]acetic acid (Example 59) following General Procedure L, using methanesulfonic acid amide in place of the sulfamide.